This data is from the Open Reaction Database (ORD), a public repository of structured organic reaction records. The task is: describe an organic reaction: reactants, conditions, products, and yield Starting materials: ClC1=NC(=C2C=CC=NC2=C1)NC[C@]1(CN(CCC1)C(=O)OC(C)(C)C)F (1,1-Dimethylethyl (3R)-3-{[(7-chloro-1,6-naphthyridin-5-yl)amino]methyl}-3-fluoro-1-piperidinecarboxylate), CC(C)(C)N1N=CC(=C1)B1OC(C(O1)(C)C)(C)C (1-(1,1-dimethylethyl)-4-(4,4,5,5-tetramethyl-1,3,2-dioxaborolan-2-yl)-1H-pyrazole), C([O-])(O)=O.[Na+] (sodium bicarbonate). Solvent: O1CCOCC1 (1,4-dioxane), O (water). Reported procedure: 1,1-Dimethylethyl (3R)-3-{[(7-chloro-1,6-naphthyridin-5-yl)amino]methyl}-3-fluoro-1-piperidinecarboxylate (1 wt), 1-(1,1-dimethylethyl)-4-(4,4,5,5-tetramethyl-1,3,2-dioxaborolan-2-yl)-1H-pyrazole (0.76 wt), sodium bicarbonate (0.64 wt) and 1,1′-bis(di-tert-butylphosphino)ferrocene palladium dichloride (0.00825 wt) are dissolved/suspended in 1,4-dioxane (8 vol) and water (2 vol). The mixture is heated to reflux and stirred for 3 h. The mixture is cooled to 20±3° C. to form a suspension. The solid... Reagents/catalysts: [Pd](Cl)Cl.C(C)(C)(C)P([C-]1C=CC=C1)C(C)(C)C.[C-]1(C=CC=C1)P(C(C)(C)C)C(C)(C)C.[Fe+2] (1,1′-bis(di-tert-butylphosphino)ferrocene palladium dichloride). Product: Cl.Cl.CC(C)(C)N1N=CC(=C1)C=1N=C(C=2C=CC=NC2C1)NC[C@]1(CNCCC1)F (7-[1-(1,1-dimethylethyl)-1H-pyrazol-4-yl]-N-{[(3S)-3-fluoro-3-piperidinyl]methyl}-1,6-naphthyridin-5-amine dihydrochloride). RXN SMILES: [Cl:1][C:2]1[CH:11]=[C:10]2[C:5]([CH:6]=[CH:7][CH:8]=[N:9]2)=[C:4]([NH:12][CH2:13][C@:14]2([F:27])[CH2:19][CH2:18][CH2:17][N:16](C(OC(C)(C)C)=O)[CH2:15]2)[N:3]=1.[CH3:28][C:29]([N:32]1[CH:36]=[C:35](B2OC(C)(C)C(C)(C)O2)[CH:34]=[N:33]1)([CH3:31])[CH3:30].C(=O)(O)[O-].[Na+]>O1CCOCC1.O.[Pd](Cl)Cl.C(P(C(C)(C)C)[C-]1C=CC=C1)(C)(C)C.[C-]1(P(C(C)(C)C)C(C)(C)C)C=CC=C1.[Fe+2]>[ClH:1].[ClH:1].[CH3:28][C:29]([N:32]1[CH:36]=[C:35]([C:2]2[N:3]=[C:4]([NH:12][CH2:13][C@:14]3([F:27])[CH2:19][CH2:18][CH2:17][NH:16][CH2:15]3)[C:5]3[CH:6]=[CH:7][CH:8]=[N:9][C:10]=3[CH:11]=2)[CH:34]=[N:33]1)([CH3:31])[CH3:30] |f:2.3,6.7.8.9,10.11.12|. Run at temperature 20 celsius, time 3 hour. The reactants are CCCC(O)CCCCC(=S)OCC, CCOCC, ClC(Cl)(Cl)Cl, O, BrP(Br)Br. Yields the product CCCC(Br)CCCCC(=S)OCC. As a reaction SMILES: [CH2:5]([CH3:6])[O:7][C:8]([CH2:9][CH2:10][CH2:11][CH2:12][CH:13]([CH2:14][CH2:15][CH3:16])[OH:17])=[S:18].[CH3:20][CH2:21][O:22][CH2:23][CH3:24].[Cl:25][C:26]([Cl:27])([Cl:28])[Cl:29].[OH2:19].[P:1]([Br:2])([Br:3])[Br:4]>>[Br:2][CH:13]([CH2:12][CH2:11][CH2:10][CH2:9][C:8]([O:7][CH2:5][CH3:6])=[S:18])[CH2:14][CH2:15][CH3:16]. Reactants: CC(C)O, [Cl-], CCc1cc[n+](Cc2ccccc2)cc1. Yields the product ClCc1ccccc1, CCc1ccncc1. RXN SMILES: [CH:17]([OH:18])([CH3:19])[CH3:20].[Cl-:1].[c:2]1([CH2:8][n+:9]2[cH:10][cH:11][c:12]([CH2:15][CH3:16])[cH:13][cH:14]2)[cH:3][cH:4][cH:5][cH:6][cH:7]1>>[Cl:1][CH2:8][c:2]1[cH:3][cH:4][cH:5][cH:6][cH:7]1.[n:9]1[cH:10][cH:11][c:12]([CH2:15][CH3:16])[cH:13][cH:14]1.